From a dataset of the Open Reaction Database (ORD), a public repository of structured organic reaction records. describe an organic reaction: reactants, conditions, products, and yield As a reaction SMILES: FC(F)(F)C1C=CC(CN([C:12]2[CH:17]=[CH:16]C(C#N)=CC=2)N)=CC=1.CO[CH:24]([O:29]C)[CH2:25]N=C=S.[CH2:31]([OH:33])[CH3:32]>>[CH:24]([O:29][CH:17]([CH3:16])[CH3:12])([CH3:31])[CH3:25].[CH2:31]([OH:33])[CH3:32] |f:3.4|. Starting materials: FC(C1=CC=C(C=C1)CN(N)C1=CC=C(C=C1)C#N)(F)F (N1-(4-trifluoromethylphenylmethyl)-N1-(4-cyanophenyl)hydrazine), C(C)O (ethanol), COC(CN=C=S)OC (2,2-dimethoxyethylisothiocyanate). Procedure: To a suspension of N1-(4-trifluoromethylphenylmethyl)-N1-(4-cyanophenyl)hydrazine (7.5 g, 0.025 mol) in ethanol (100 ml) was added dropwise 2,2-dimethoxyethylisothiocyanate (4 g, 0.027 mol) and the reaction mixture was heated to reflux for 2 h. After cooling the solvent was evaporated under vacuum, the resulting residue was poured into 2N H2SO4 (20 ml) and the suspension was heated to reflux for 0.3 h. After extraction with ethyl acetate, the organic layer was washed with water, dried over sodiu... Yields the product C(C)(C)OC(C)C.C(C)O (diisopropyl ether ethanol), solid. Yield: 28.0%. Starting materials: C(=C)O[C@H]1[C@H](CCCC1)C(C)(C)C (cis-2-tert-butylcyclohexyl vinyl ether), 1R, C(=C)O[C@H]1[C@H](CCCC1)C(C)(C)C (cis-2-tert-butylcyclohexyl vinyl ether), Co(OAc), O (water), 2R. Run in CO (methanol). Conditions: temperature 20 celsius, time 11 hour. Product: C(=C)OC1C(CCCC1)C(C)(C)C (2-tert-butylcyclohexyl vinyl ether). As a reaction SMILES: [CH:1]([O:3][C@@H:4]1[CH2:9][CH2:8][CH2:7][CH2:6][C@@H:5]1[C:10]([CH3:13])([CH3:12])[CH3:11])=[CH2:2].O>CO>[CH:1]([O:3][CH:4]1[CH2:9][CH2:8][CH2:7][CH2:6][CH:5]1[C:10]([CH3:13])([CH3:12])[CH3:11])=[CH2:2]. Reported procedure: 1.09 g (6.00 mmol) of cis-2-tert-butylcyclohexyl vinyl ether and 199 mg (0.30 mmol) of Co(OAc) (L3) were dissolved in 6.0 ml of methanol under the atmosphere and 540 μL (30 mmol) of water was added to the mixture and the mixture was then stirred at 20° C. After 11 hours, the reaction solution was analyzed by GC, to find that 23% of the cis-2-tert-butylcyclohexyl vinyl ether was left with an optical purity of 92% ee and comprised (1R, 2R) isomers. Further, the reaction solution was purified by si... Reactants: NC1=C(N=NN1)C(=O)N (5-amino-l,2,3-triazole-4-carboxamide), [H-].[Na+] (sodium hydride), oil, C1(=CC=CC2=CC=CC=C12)C(=O)C1=C(C=C(CBr)C=C1Cl)Cl (4-(1-naphthoyl)-3,5-dichlorobenzyl bromide), C(C)(=O)O (acetic acid). Reagents/catalysts: O (water). The solvent is CN(C=O)C (dimethylformamide), CN(C=O)C (dimethylformamide). Run at temperature 45 celsius, time 45 minute. Product: NC1=C(N=NN1CC1=CC(=C(C(=C1)Cl)C(=O)C1=CC=CC2=CC=CC=C12)Cl)C(=O)N (5-Amino-1-[4-(l-naphthoyl)-3,5-dichlorobenzyl]1,2,3-triazole-4-carboxamide). The yield is 33.3%. RXN SMILES: [NH2:1][C:2]1[NH:6][N:5]=[N:4][C:3]=1[C:7]([NH2:9])=[O:8].[H-].[Na+].[C:12]1([C:22]([C:24]2[C:31]([Cl:32])=[CH:30][C:27]([CH2:28]Br)=[CH:26][C:25]=2[Cl:33])=[O:23])[C:21]2[C:16](=[CH:17][CH:18]=[CH:19][CH:20]=2)[CH:15]=[CH:14][CH:13]=1.C(O)(=O)C>CN(C)C=O.O>[NH2:1][C:2]1[N:6]([CH2:28][C:27]2[CH:26]=[C:25]([Cl:33])[C:24]([C:22]([C:12]3[C:21]4[C:16](=[CH:17][CH:18]=[CH:19][CH:20]=4)[CH:15]=[CH:14][CH:13]=3)=[O:23])=[C:31]([Cl:32])[CH:30]=2)[N:5]=[N:4][C:3]=1[C:7]([NH2:9])=[O:8] |f:1.2|. Procedure details: A solution of 5-amino-l,2,3-triazole-4-carboxamide (364 mg, 2.86 mmol) in 5 ml of dry dimethylformamide was treated with 50 % sodium hydride dispersion in mineral oil (137 mg, 2.86 mmol). The reaction mixture was warmed to 45° C. and then stirred for 45 minutes. A solution of 4-(1-naphthoyl)-3,5-dichlorobenzyl bromide (0.98 g, 2.49 mmol) in 5 ml of dry dimethylformamide was added. The reaction mixture was heated at 45° C. for an additional 20 minutes and then stirred at ambient temperatures for ... Conditions: time 48 hour. The solvent is C(Cl)Cl (DCM). Reaction SMILES: B(Br)(Br)Br.C[O:6][C:7]1[CH:12]=[CH:11][C:10]([C:13]2([C:19]#[N:20])[CH2:18][CH2:17][O:16][CH2:15][CH2:14]2)=[CH:9][CH:8]=1>C(Cl)Cl>[OH:6][C:7]1[CH:12]=[CH:11][C:10]([C:13]2([C:19]#[N:20])[CH2:18][CH2:17][O:16][CH2:15][CH2:14]2)=[CH:9][CH:8]=1. Product: OC1=CC=C(C=C1)C1(CCOCC1)C#N (4-(4-Hydroxy-phenyl)-tetrahydro-pyran-4-carbonitrile). Procedure: Boron tribromide (1M in DCM, 262 ml) was added to a solution of 4-(4-methoxyphenyl)-tetrahydro-2H-pyran-4-carbonitrile (14.7 g, 67.9 mmol) in DCM (294 ml) at 0° C. under N2 keeping the temperature below 5° C. The reaction was allowed to warm to room temperature and stirred for 48 hours. The mixture was cooled to −10-0° C. with dry ice acetone and quenched with saturated aqueous sodium bicarbonate (294 ml). The mixture was allowed to warm to room temperature and stirred for 1 hour. The mixture wa... Isolated yield 78.3%. The reactants are B(Br)(Br)Br (Boron tribromide), COC1=CC=C(C=C1)C1(CCOCC1)C#N (4-(4-methoxyphenyl)-tetrahydro-2H-pyran-4-carbonitrile), dry ice acetone. Reactants: C[Si](C)(C)Cl (TMSCl), C(C)OC(=O)C=1C2=C(N(C1)C(=O)OC(C)(C)C)CCCCC2=O (4-oxo-5,6,7,8-tetrahydro-4H-cyclohepta[b]pyrrole-1,3-dicarboxylic acid 1-tert-butyl ester 3-ethyl ester), [Na+].[I-] (NaI), TEA. Run in CC#N (CH3CN). Run at time 18 hour. Yields the product C(C)OC(=O)C=1C2=C(N(C1)C(=O)OC(C)(C)C)CCCC=C2O[Si](C)(C)C (4-Trimethylsilanyloxy-7,8-dihydro-6H-cyclohepta[b]pyrrole-1,3-dicarboxylic acid 1-tert-butyl ester 3-ethyl ester). RXN SMILES: [CH3:1][Si:2](Cl)([CH3:4])[CH3:3].[CH2:6]([O:8][C:9]([C:11]1[C:12]2[C:27](=[O:28])[CH2:26][CH2:25][CH2:24][CH2:23][C:13]=2[N:14]([C:16]([O:18][C:19]([CH3:22])([CH3:21])[CH3:20])=[O:17])[CH:15]=1)=[O:10])[CH3:7].[Na+].[I-]>CC#N>[CH2:6]([O:8][C:9]([C:11]1[C:12]2[C:27]([O:28][Si:2]([CH3:4])([CH3:3])[CH3:1])=[CH:26][CH2:25][CH2:24][CH2:23][C:13]=2[N:14]([C:16]([O:18][C:19]([CH3:22])([CH3:20])[CH3:21])=[O:17])[CH:15]=1)=[O:10])[CH3:7] |f:2.3|. Procedure details: TMSCl (4.03 ml, 31.74 mmol) is added slowly to a solution of 4-oxo-5,6,7,8-tetrahydro-4H-cyclohepta[b]pyrrole-1,3-dicarboxylic acid 1-tert-butyl ester 3-ethyl ester (6.0 g, 18.67 mmol), NaI (4.76g, 31.74 mmol) and TEA (7.8 ml, 56 mmol ) in CH3CN (100 ml) at room temperature. The reaction mixture is stirred at room temperature for 18 h. It is then quenched with saturated NaHCO3 (aq., 70 ml). The layers are separated and the aqueous phase extracted with 1:1 EtOAC/hexanes. The organic layers are co... Run in O1CCCC1 (tetrahydrofuran). Procedure details: 55.7 g (0.34 mol) of N-ethyl-N-(2-hydroxylethyl)aniline was dissolved in 250 ml of anhydrous tetrahydrofuran, and 162 ml (1.2-fold equivalent weight) of a 2.5M hexane solution n-butyllithium was dropwise added thereto over a period of 30 minutes at 0° C. in an atmosphere of argon, followed by stirring at 0° C. for 30 minutes. Next, to the reaction solution obtained, 30.0 g (1.09-fold equivalent weight) of methoxymethyl chloride was dropwise added, and the solution was heated and refluxed for 12 ... Yield: 89.0%. Yields the product C(C)N(C1=CC=CC=C1)CCOCOC (N-ethyl-N-[2-(methoxymethyl)oxyethyl]aniline). Reaction SMILES: [CH2:1]([N:3]([CH2:10][CH2:11][OH:12])[C:4]1[CH:9]=[CH:8][CH:7]=[CH:6][CH:5]=1)[CH3:2].CCCCCC.[CH3:19][O:20][CH2:21]Cl>O1CCCC1>[CH2:1]([N:3]([CH2:10][CH2:11][O:12][CH2:19][O:20][CH3:21])[C:4]1[CH:5]=[CH:6][CH:7]=[CH:8][CH:9]=1)[CH3:2]. Run at temperature 0 celsius, time 30 minute. Reactants: CCCCCC (hexane), C(C)N(C1=CC=CC=C1)CCO (N-ethyl-N-(2-hydroxylethyl)aniline), COCCl (methoxymethyl chloride). Reactants: S(O)(O)(=O)=O (sulphuric acid), C(C)(C)(C)OC(=O)N1CCC2=C(CC1)C=C(C=C2)C(C)=NO (7-(1-Hydroxyimino-ethyl)-1,2,4,5-tetrahydro-benzo[d]azepine-3-carboxylic acid tert-butyl ester), C([O-])(O)=O.[Na+] (sodium bicarbonate), CN(C(C)=O)OC (N-Methyl-N-methoxy acetamide), C(CCC)[Li] (Butyllithium), C(=O)(OC(C)(C)C)OC(=O)OC(C)(C)C (di-tert-butyl dicarbonate), Cl.NO (hydroxylamine hydrochloride). Run in O (water), O1CCCC1 (tetrahydrofuran), O1CCCC1 (tetrahydrofuran), ClCCl (dichloromethane), N1=CC=CC=C1 (pyridine). Conditions: time 1 hour. Product: C(C)(C)(C)OC(=O)N1CCC2=C(CC1)C=C(C=C2)C2=NOC(=C2)C (7-(5-Methyl-isoxazol-3-yl)-1,2,4,5-tetrahydro-benzo[d] azepine-3-carboxylic acid tert-butyl ester). Yield: 14.3%. RXN SMILES: [C:1]([O:5][C:6]([N:8]1[CH2:14][CH2:13][C:12]2[CH:15]=[C:16]([C:19](=[N:21][OH:22])[CH3:20])[CH:17]=[CH:18][C:11]=2[CH2:10][CH2:9]1)=[O:7])([CH3:4])([CH3:3])[CH3:2].[CH2:23]([Li])[CH2:24]CC.CN(OC)C(=O)C.S(=O)(=O)(O)O.C(=O)(O)[O-].[Na+].C(OC(OC(C)(C)C)=O)(OC(C)(C)C)=O.Cl.NO>O1CCCC1.N1C=CC=CC=1.ClCCl.O>[C:1]([O:5][C:6]([N:8]1[CH2:14][CH2:13][C:12]2[CH:15]=[C:16]([C:19]3[CH:20]=[C:23]([CH3:24])[O:22][N:21]=3)[CH:17]=[CH:18][C:11]=2[CH2:10][CH2:9]1)=[O:7])([CH3:4])([CH3:2])[CH3:3] |f:4.5,7.8|. Procedure details: 7-(1-Hydroxyimino-ethyl)-1,2,4,5-tetrahydro-benzo[d]azepine-3-carboxylic acid tert-butyl ester (2.89 g, 9.5 mmol) was cooled to 0° C. in tetrahydrofuran (70 ml) under argon. Butyllithium (7.6 ml, 2.5M in hexane, 19 mmol) was added dropwise to give an orange solution which was stirred for 1 h. N-Methyl-N-methoxy acetamide (824 mg, 8 mmol) was added dropwise in tetrahydrofuran (30 ml) over 3 min. The mixture was stirred for 1 h and then poured into water (27 ml) and concentrated sulphuric acid (3 ...